Dataset: the Open Reaction Database (ORD), a public repository of structured organic reaction records. Task: describe an organic reaction: reactants, conditions, products, and yield Starting materials: C(C1=CC=CC=C1)N=C=S (Benzylisothiocyanate), C(C)OCC (diethyl ether), COC1=CC=C(CN=C=O)C=C1 (p-metoxybenzyl-isocyanate), SO2Cl2. The product is C(C1=CC=CC=C1)N1C(N(SC1=O)CC1=CC=C(C=C1)OC)=O (4-Benzyl-2-(4-metoxybenzyl)-[1,2,4]thiadiazolidine-3,5-dione). As a reaction SMILES: [CH2:1]([N:8]=[C:9]=[S:10])[C:2]1[CH:7]=[CH:6][CH:5]=[CH:4][CH:3]=1.[CH3:11][O:12][C:13]1[CH:22]=[CH:21][C:16]([CH2:17][N:18]=[C:19]=[O:20])=[CH:15][CH:14]=1.C([O:25]CC)C>>[CH2:1]([N:8]1[C:9](=[O:25])[S:10][N:18]([CH2:17][C:16]2[CH:21]=[CH:22][C:13]([O:12][CH3:11])=[CH:14][CH:15]=2)[C:19]1=[O:20])[C:2]1[CH:7]=[CH:6][CH:5]=[CH:4][CH:3]=1. Procedure: Reagents: Benzylisothiocyanate (6.5 mmol, 0.85 mL), p-metoxybenzyl-isocyanate (6.5 mmol, 0.92 mL) and SO2Cl2 (6.5 mmol, 0.52 mL) in diethyl ether (25 mL). Isolation: solvent evaporation. Purification: silica gel column chromatography (AcOEt/hexane, 1:4). Reactants: BrCC1=C(C(N=C(N1)C=1SC=CN1)C1=C(C=C(C=C1)Cl)Cl)C(=O)OCC (Ethyl 6-(bromomethyl)-4-(2,4-dichlorophenyl)-2-(thiazol-2-yl)-1,4-dihydropyrimidine-5-carboxylate), Cl.N1C(COCC1)C(=O)O (morpholine-3-carboxylic acid hydrochloride). Product: ClC1=C(C=CC(=C1)Cl)C1C(=C(NC(=N1)C=1SC=CN1)CN1C(COCC1)C(=O)O)C(=O)OCC (4-((6-(2,4-dichlorophenyl)-5-(ethoxycarbonyl)-2-(thiazol-2-yl)-3,6-dihydropyrimidin-4-yl)methyl)morpholine-3-carboxylic acid). The yield is 43.1%. As a reaction SMILES: Br[CH2:2][C:3]1[NH:8][C:7]([C:9]2[S:10][CH:11]=[CH:12][N:13]=2)=[N:6][CH:5]([C:14]2[CH:19]=[CH:18][C:17]([Cl:20])=[CH:16][C:15]=2[Cl:21])[C:4]=1[C:22]([O:24][CH2:25][CH3:26])=[O:23].Cl.[NH:28]1[CH2:33][CH2:32][O:31][CH2:30][CH:29]1[C:34]([OH:36])=[O:35]>>[Cl:21][C:15]1[CH:16]=[C:17]([Cl:20])[CH:18]=[CH:19][C:14]=1[CH:5]1[N:6]=[C:7]([C:9]2[S:10][CH:11]=[CH:12][N:13]=2)[NH:8][C:3]([CH2:2][N:28]2[CH2:33][CH2:32][O:31][CH2:30][CH:29]2[C:34]([OH:36])=[O:35])=[C:4]1[C:22]([O:24][CH2:25][CH3:26])=[O:23] |f:1.2|. Reported procedure: Ethyl 6-(bromomethyl)-4-(2,4-dichlorophenyl)-2-(thiazol-2-yl)-1,4-dihydropyrimidine-5-carboxylate (3.56 g, 7.5 mmol) (The compound was synthesized according to the procedure as described in WO2010069147A) was reacted with morpholine-3-carboxylic acid hydrochloride (1.26 g, 7.5 mmol) according to the procedure as described in Example 3 to give the title compound as a yellow solid (1.7 g, 43%). The compound was characterized by the following spectroscopic data: The reactants are Intermediate 20, FC(C(=O)O)(F)F.C(CCC)OC=1NC(=C2N=C(N=C2N1)OC)N (2-(butyloxy)-8-(methyloxy)-1H-purin-6-amine trifluoroacetate), BrCCCCBr (1,4-dibromobutane), N1CCCCC1 (piperidine). Product: C(=O)O.C(CCC)OC1=NC(=C2N=C(N(C2=N1)CCCCN1CCCCC1)OC)N (2-(Butyloxy)-8-(methyloxy)-9-[4-(1-piperidinyl)butyl]-9H-purin-6-amine formic acid salt). Reaction SMILES: FC(F)(F)[C:3]([OH:5])=[O:4].[CH2:8]([O:12][C:13]1[NH:14][C:15]([NH2:24])=[C:16]2[C:20]([N:21]=1)=[N:19][C:18]([O:22][CH3:23])=[N:17]2)[CH2:9][CH2:10][CH3:11].Br[CH2:26][CH2:27][CH2:28][CH2:29]Br.[NH:31]1[CH2:36][CH2:35][CH2:34][CH2:33][CH2:32]1>>[CH:3]([OH:5])=[O:4].[CH2:8]([O:12][C:13]1[N:21]=[C:20]2[C:16]([N:17]=[C:18]([O:22][CH3:23])[N:19]2[CH2:26][CH2:27][CH2:28][CH2:29][N:31]2[CH2:36][CH2:35][CH2:34][CH2:33][CH2:32]2)=[C:15]([NH2:24])[N:14]=1)[CH2:9][CH2:10][CH3:11] |f:0.1,4.5|. Reported procedure: Prepared similarly to Intermediate 20 from 2-(butyloxy)-8-(methyloxy)-1H-purin-6-amine trifluoroacetate, 1,4-dibromobutane and piperidine but with sequential mass directed autopreparations using Method A followed by Method D. The reactants are [Al+3], O=C(O)C1(c2ccc(Cl)cc2)CCC1, [H-], [H-], [H-], [H-], [Li+], C1CCOC1, O, O=S(=O)(O)O. Yields the product OCC1(c2ccc(Cl)cc2)CCC1. Reaction SMILES: [Al+3:16].[Cl:1][c:2]1[cH:3][cH:4][c:5]([C:8]2([C:12](=[O:13])[OH:14])[CH2:9][CH2:10][CH2:11]2)[cH:6][cH:7]1.[H-:15].[H-:18].[H-:19].[H-:20].[Li+:17].[O:27]1[CH2:28][CH2:29][CH2:30][CH2:31]1.[OH2:21].[S:22](=[O:23])(=[O:24])([OH:25])[OH:26]>>[Cl:1][c:2]1[cH:3][cH:4][c:5]([C:8]2([CH2:12][OH:13])[CH2:9][CH2:10][CH2:11]2)[cH:6][cH:7]1. Procedure details: 1.63 g (9.31 mmol) of 2,4-dichlorobenzaldehyde, 1.34 g (9.31 mmol) of Meldrum's acid and 48.7 mg (0.42 mmol) of D,L-proline were added to a solution of 1.50 g (8.46 mmol) of the compound from Example 8A in 70 ml of acetonitrile. The reaction mixture was stirred at RT overnight. It was concentrated, and the residue was taken up in ethyl acetate, washed with saturated aqueous sodium bicarbonate solution, water and saturated aqueous sodium chloride solution, dried over magnesium sulfate, filtered a... The reactants are ClC1=C(C=O)C=CC(=C1)Cl (2,4-dichlorobenzaldehyde), CC1(OC(=O)CC(=O)O1)C (Meldrum's acid), N1C(C(=O)O)CCC1 (D,L-proline), CSCC=1C=CC=C2C=CNC12 (7-[(Methylsulfanyl)methyl]-1H-indole). Reaction conditions: time 8 hour. Yields the product ClC1=C(C=CC(=C1)Cl)C(C1C(OC(OC1=O)(C)C)=O)C1=CNC2=C(C=CC=C12)CSC (5-[(2,4-Dichlorophenyl){7-[(methylsulfanyl)methyl]-1H-indol-3-yl}methyl]-2,2-dimethyl-1,3-dioxane-4,6-dione). Solvent: C(C)#N (acetonitrile). As a reaction SMILES: [Cl:1][C:2]1[CH:9]=[C:8]([Cl:10])[CH:7]=[CH:6][C:3]=1[CH:4]=O.[CH3:11][C:12]1([CH3:20])[O:19][C:17](=[O:18])[CH2:16][C:14](=[O:15])[O:13]1.N1CCCC1C(O)=O.[CH3:29][S:30][CH2:31][C:32]1[CH:33]=[CH:34][CH:35]=[C:36]2[C:40]=1[NH:39][CH:38]=[CH:37]2>C(#N)C>[Cl:1][C:2]1[CH:9]=[C:8]([Cl:10])[CH:7]=[CH:6][C:3]=1[CH:4]([C:37]1[C:36]2[C:40](=[C:32]([CH2:31][S:30][CH3:29])[CH:33]=[CH:34][CH:35]=2)[NH:39][CH:38]=1)[CH:16]1[C:17](=[O:18])[O:19][C:12]([CH3:20])([CH3:11])[O:13][C:14]1=[O:15]. Reactants: ClC1=CC=C(CNC(=O)C2=CN(C3=CC=C(C=C3C2=O)I)C2CC2)C=C1 (N-(4-chlorobenzyl)-1-cyclopropyl-6-iodo-4-oxo-1,4-dihydro-3-quinolinecarboxamide), C(C)NCC (diethylamine), C(C#C)O (propargyl alcohol). The reagents and catalysts are [Cu]I (copper (I) iodide), Cl[Pd]([P](C1=CC=CC=C1)(C2=CC=CC=C2)C3=CC=CC=C3)([P](C4=CC=CC=C4)(C5=CC=CC=C5)C6=CC=CC=C6)Cl (dichlorobis(triphenylphosphine)palladium). Run in CN(C)C=O (DMF). Reaction conditions: time 8 hour. Product: ClC1=CC=C(CNC(=O)C2=CN(C3=CC=C(C=C3C2=O)C#CCO)C2CC2)C=C1 (N-(4-Chlorobenzyl)-1-cyclopropyl-6-(3-hydroxy-1-propynyl)-4-oxo-1,4-dihydro-3-quinolinecarboxamide). As a reaction SMILES: [Cl:1][C:2]1[CH:26]=[CH:25][C:5]([CH2:6][NH:7][C:8]([C:10]2[C:19](=[O:20])[C:18]3[C:13](=[CH:14][CH:15]=[C:16](I)[CH:17]=3)[N:12]([CH:22]3[CH2:24][CH2:23]3)[CH:11]=2)=[O:9])=[CH:4][CH:3]=1.C(NCC)C.[CH2:32]([OH:35])[C:33]#[CH:34]>CN(C=O)C.[Cu]I.Cl[Pd](Cl)([P](C1C=CC=CC=1)(C1C=CC=CC=1)C1C=CC=CC=1)[P](C1C=CC=CC=1)(C1C=CC=CC=1)C1C=CC=CC=1>[Cl:1][C:2]1[CH:26]=[CH:25][C:5]([CH2:6][NH:7][C:8]([C:10]2[C:19](=[O:20])[C:18]3[C:13](=[CH:14][CH:15]=[C:16]([C:34]#[C:33][CH2:32][OH:35])[CH:17]=3)[N:12]([CH:22]3[CH2:24][CH2:23]3)[CH:11]=2)=[O:9])=[CH:4][CH:3]=1 |^1:45,64|. Procedure: To a dry flask under an atmosphere of argon gas containing 0.24 g of N-(4-chlorobenzyl)-1-cyclopropyl-6-iodo-4-oxo-1,4-dihydro-3-quinolinecarboxamide from Preparation No. 20, 0.01 g of copper (I) iodide and 0.04 g of dichlorobis(triphenylphosphine)palladium (II) is added diethylamine (1.5 mL) and propargyl alcohol (0.04 mL). After 3 hours reaction is diluted with DMF (0.5 mL) and left to stir overnight. The reaction is concentrated under reduced pressure, diluted with dichloromethane containing ... Procedure details: To a stirred solution of 3-[2-(tert-butoxycarbonyl-pyridin-4-yl-amino)-ethoxy]-5-chloro-benzoic acid (0.060 g), TBTU (0.096 g) and HOBt (0.030 g) in DMF (1 ml) was added DIPEA (0.052 ml) followed by 3-cyclopentylamino-propionamide (0.047 mg) after 10 min. The reaction mixture was stirred at room temperature for 18 h and then concentrated under reduced pressure. The residue was subjected to preparative hplc and the title compound (0.074 g) was obtained as a colourless gum by concentration of the ... Run in CN(C)C=O (DMF). Reaction SMILES: [C:1]([O:5][C:6]([N:8]([C:22]1[CH:27]=[CH:26][N:25]=[CH:24][CH:23]=1)[CH2:9][CH2:10][O:11][C:12]1[CH:13]=[C:14]([CH:18]=[C:19]([Cl:21])[CH:20]=1)[C:15]([OH:17])=O)=[O:7])([CH3:4])([CH3:3])[CH3:2].C[N:29]([C:31]([O:35]N1N=NC2C=CC=CC1=2)=[N+](C)C)C.[B-](F)(F)(F)F.[CH:50]1C=CC2N(O)N=NC=2[CH:55]=1.CC[N:62]([CH:66]([CH3:68])[CH3:67])[CH:63]([CH3:65])C>CN(C=O)C.C1(NCCC(N)=O)CCCC1>[C:1]([O:5][C:6](=[O:7])[N:8]([CH2:9][CH2:10][O:11][C:12]1[CH:20]=[C:19]([Cl:21])[CH:18]=[C:14]([C:15](=[O:17])[N:62]([CH2:63][CH2:65][C:31](=[O:35])[NH2:29])[CH:66]2[CH2:67][CH2:55][CH2:50][CH2:68]2)[CH:13]=1)[C:22]1[CH:23]=[CH:24][N:25]=[CH:26][CH:27]=1)([CH3:3])([CH3:4])[CH3:2] |f:1.2|. Conditions: time 18 hour. Reagents/catalysts: C1(CCCC1)NCCC(=O)N (3-cyclopentylamino-propionamide). Reactants: C(C)(C)(C)OC(=O)N(CCOC=1C=C(C(=O)O)C=C(C1)Cl)C1=CC=NC=C1 (3-[2-(tert-butoxycarbonyl-pyridin-4-yl-amino)-ethoxy]-5-chloro-benzoic acid), CN(C)C(=[N+](C)C)ON1C2=C(C=CC=C2)N=N1.[B-](F)(F)(F)F (TBTU), C=1C=CC2=C(C1)N=NN2O (HOBt), CCN(C(C)C)C(C)C (DIPEA). Yields the product C(C)(C)(C)OC(N(C1=CC=NC=C1)CCOC1=CC(=CC(=C1)Cl)C(N(C1CCCC1)CCC(N)=O)=O)=O ((2-{3-[(2-Carbamoyl-ethyl)-cyclopentyl-carbamoyl]-5-chloro-phenoxy}-ethyl)-pyridin-4-yl-carbamic acid tert-butyl ester).